Dataset: the Open Reaction Database (ORD), a public repository of structured organic reaction records. Task: describe an organic reaction: reactants, conditions, products, and yield Reactants: (R)-(3aR)-tetrahydro-1-methyl-3,3-diphenyl-1H,3H-pyrrolo[1,2-c][1,3,2]oxazaborole, B (borane), CC1=CC=C(C=C1)S(=O)(=O)OCC(=O)C1=CC(=C(C=C1)F)C(F)(F)F (2-(4-fluoro-3-(trifluoromethyl)phenyl)-2-oxoethyl 4-methylbenzenesulfonate). Solvent: C1CCOC1 (THF), C1CCOC1 (THF), C1CCOC1 (THF). Product: FC1=C(C=C(C=C1)[C@H](COS(=O)(=O)C1=CC=C(C=C1)C)O)C(F)(F)F (toluene-4-sulfonic acid (R)-2-(4-fluoro-3-trifluoromethyl-phenyl)-2-hydroxyethyl ester). Isolated yield 96.0%. RXN SMILES: B.[CH3:2][C:3]1[CH:8]=[CH:7][C:6]([S:9]([O:12][CH2:13][C:14]([C:16]2[CH:21]=[CH:20][C:19]([F:22])=[C:18]([C:23]([F:26])([F:25])[F:24])[CH:17]=2)=[O:15])(=[O:11])=[O:10])=[CH:5][CH:4]=1>C1COCC1>[F:22][C:19]1[CH:20]=[CH:21][C:16]([C@@H:14]([OH:15])[CH2:13][O:12][S:9]([C:6]2[CH:7]=[CH:8][C:3]([CH3:2])=[CH:4][CH:5]=2)(=[O:10])=[O:11])=[CH:17][C:18]=1[C:23]([F:26])([F:24])[F:25]. Reported procedure: To a solution of (R)-(3aR)-tetrahydro-1-methyl-3,3-diphenyl-1H,3H-pyrrolo[1,2-c][1,3,2]oxazaborole (295 mg, 1.06 mmol) in THF (10 mL) was added borane in THF (1M, 11 mL, 11 mmol). The resulting solution was stirred and 2-(4-fluoro-3-(trifluoromethyl)phenyl)-2-oxoethyl 4-methylbenzenesulfonate (4.0 g, 10.6 mmol) in THF (30 mL) was added through a dropping funnel over 45 min. The solution was stirred at room temperature for 45 min. The mixture was quenched with methanol (5 mL) and concentrated. Th... The reactants are CC(C)(C)OC(=O)N1CCC(O)C1COS(C)(=O)=O, O=C([O-])[O-], CN(C)C=O, CCOC(C)=O, CC(C)OC(=O)NC1Cc2[nH]c3ccc(C#N)cc3c2C1, [Cs+], [Cs+], [I-], [K+]. Product: CC(C)OC(=O)NC1Cc2c(n(CC3C(O)CCN3C(=O)OC(C)(C)C)c3ccc(C#N)cc23)C1. As a reaction SMILES: [C:22]([CH3:23])([CH3:24])([CH3:25])[O:26][C:27](=[O:28])[N:29]1[CH:30]([CH2:35][O:36][S:37]([CH3:38])(=[O:39])=[O:40])[CH:31]([OH:34])[CH2:32][CH2:33]1.[C:41](=[O:42])([O-:43])[O-:44].[CH3:49][N:50]([CH3:51])[CH:52]=[O:53].[CH3:54][CH2:55][O:56][C:57](=[O:58])[CH3:59].[CH:1]([CH3:2])([CH3:3])[O:4][C:5]([NH:6][CH:7]1[CH2:8][c:9]2[c:10]([nH:11][c:12]3[cH:13][cH:14][c:15]([C:18]#[N:19])[cH:16][c:17]23)[CH2:20]1)=[O:21].[Cs+:45].[Cs+:46].[I-:48].[K+:47]>>[CH:1]([CH3:2])([CH3:3])[O:4][C:5]([NH:6][CH:7]1[CH2:8][c:9]2[c:10]([n:11]([CH2:35][CH:30]3[N:29]([C:27]([O:26][C:22]([CH3:23])([CH3:24])[CH3:25])=[O:28])[CH2:33][CH2:32][CH:31]3[OH:34])[c:12]3[cH:13][cH:14][c:15]([C:18]#[N:19])[cH:16][c:17]23)[CH2:20]1)=[O:21]. The reactants are CO, O=Cc1ccccc1, O=CO, NC(=O)c1ccccc1, [Na+], O, O=S([O-])c1ccccc1. Yields the product O=C(NC(c1ccccc1)S(=O)(=O)c1ccccc1)c1ccccc1. Reaction SMILES: [CH3:28][OH:29].[CH:20](=[O:21])[c:22]1[cH:23][cH:24][cH:25][cH:26][cH:27]1.[CH:31]([OH:32])=[O:33].[NH2:11][C:12](=[O:13])[c:14]1[cH:15][cH:16][cH:17][cH:18][cH:19]1.[Na+:10].[OH2:30].[c:1]1([S:7](=[O:8])[O-:9])[cH:2][cH:3][cH:4][cH:5][cH:6]1>>[c:1]1([S:7](=[O:8])(=[O:9])[CH:20]([NH:11][C:12](=[O:13])[c:14]2[cH:15][cH:16][cH:17][cH:18][cH:19]2)[c:22]2[cH:23][cH:24][cH:25][cH:26][cH:27]2)[cH:2][cH:3][cH:4][cH:5][cH:6]1. The reactants are ClCCC(CC(=O)OCC)(C1=CC=CC=C1)O (ethyl 5-chloro-3-hydroxy-3-phenylpentanoate), C(C=C)[Si](C)(C)C (allyltrimethylsilane). Reagents/catalysts: Cl[Ti](Cl)(Cl)Cl (TiCl4). Solvent: C(Cl)Cl (CH2Cl2), C(Cl)Cl (CH2Cl2). Conditions: temperature -78 celsius, time 30 minute. The product is ClCCC(CC(=O)OCC)(CC=C)C1=CC=CC=C1 (ethyl 3-(2-chloroethyl)-3-phenylhex-5-enoate). Yield: 45.7%. Reaction SMILES: [Cl:1][CH2:2][CH2:3][C:4](O)([C:11]1[CH:16]=[CH:15][CH:14]=[CH:13][CH:12]=1)[CH2:5][C:6]([O:8][CH2:9][CH3:10])=[O:7].[CH2:18]([Si](C)(C)C)[CH:19]=[CH2:20]>C(Cl)Cl.Cl[Ti](Cl)(Cl)Cl>[Cl:1][CH2:2][CH2:3][C:4]([C:11]1[CH:16]=[CH:15][CH:14]=[CH:13][CH:12]=1)([CH2:20][CH:19]=[CH2:18])[CH2:5][C:6]([O:8][CH2:9][CH3:10])=[O:7]. Reported procedure: To a solution of ethyl 5-chloro-3-hydroxy-3-phenylpentanoate (1.0 g, 3.9 mmol) in anhydrous CH2Cl2 (20 mL) cooled to −78° C. under nitrogen was added allyltrimethylsilane (4.5 g, 39 mmol) followed by a solution of TiCl4 in CH2Cl2 (16 mL, 1 mol/L) dropwise. The solution was stirred at −78° C. for 30 min, and then was heated to reflux overnight. The reaction was quenched with aqueous Na2CO3 solution. The organic phase was separated and concentrated to give the crude product, which was purified by ... Reactants: O=C(Nc1ccc(Br)cc1)c1ccccc1F, COc1ccc(P2(=S)SP(=S)(c3ccc(OC)cc3)S2)cc1, Cc1ccccc1. Yields the product Fc1ccccc1C(=S)Nc1ccc(Br)cc1. Reaction SMILES: [Br:1][c:2]1[cH:3][cH:4][c:5]([NH:8][C:9]([c:10]2[c:11]([F:16])[cH:12][cH:13][cH:14][cH:15]2)=[O:17])[cH:6][cH:7]1.[CH3:18][O:19][c:20]1[cH:21][cH:22][c:23]([P:24]2(=[S:25])[S:26][P:28](=[S:29])([c:30]3[cH:31][cH:32][c:33]([O:34][CH3:35])[cH:36][cH:37]3)[S:27]2)[cH:38][cH:39]1.[CH3:40][c:41]1[cH:42][cH:43][cH:44][cH:45][cH:46]1>>[Br:1][c:2]1[cH:3][cH:4][c:5]([NH:8][C:9]([c:10]2[c:11]([F:16])[cH:12][cH:13][cH:14][cH:15]2)=[S:27])[cH:6][cH:7]1. Reactants: CN(CC(=O)O)C (N,N-dimethylglycine), C(C)N(C(C)C)C(C)C (N-ethyldiisopropylamine), CN(C)C(=[N+](C)C)ON1C2=C(C=CC=C2)N=N1.[B-](F)(F)(F)F (TBTU), [C@H]1(CCC2=CC=CC=C12)NC1=NC=2C=CC=C(C2C=C1)N ((R)—N2-indan-1-yl-quinoline-2,5-diamine), C(=O)(O)[O-].[Na+] (NaHCO3). The solvent is ClCCl (dichloromethane), CN(C)C=O (DMF). Conditions: time 17 hour. The product is CN(CC(=O)NC1=C2C=CC(=NC2=CC=C1)N[C@@H]1CCC2=CC=CC=C12)C (2-Dimethylamino-N-[2-((R)-indan-1-ylamino)-quinolin-5-yl]-acetamide). Isolated yield 58.3%. Reaction SMILES: [CH3:1][N:2]([CH3:7])[CH2:3][C:4](O)=[O:5].C(N(C(C)C)C(C)C)C.CN(C(ON1N=NC2C=CC=CC1=2)=[N+](C)C)C.[B-](F)(F)(F)F.[C@H:39]1([NH:48][C:49]2[CH:58]=[CH:57][C:56]3[C:55]([NH2:59])=[CH:54][CH:53]=[CH:52][C:51]=3[N:50]=2)[C:47]2[C:42](=[CH:43][CH:44]=[CH:45][CH:46]=2)[CH2:41][CH2:40]1.C([O-])(O)=O.[Na+]>ClCCl.CN(C=O)C>[CH3:1][N:2]([CH3:7])[CH2:3][C:4]([NH:59][C:55]1[CH:54]=[CH:53][CH:52]=[C:51]2[C:56]=1[CH:57]=[CH:58][C:49]([NH:48][C@H:39]1[C:47]3[C:42](=[CH:43][CH:44]=[CH:45][CH:46]=3)[CH2:41][CH2:40]1)=[N:50]2)=[O:5] |f:2.3,5.6|. Procedure: To a stirred solution of N,N-dimethylglycine (124 mg, 1.2 mmol) in dichloromethane (20 ml) and DMF (10 ml) were added at room temperature N-ethyldiisopropylamine (452 mg, 3.5 mmol) and TBTU (514 mg, 1.6 mmol) and the mixture was allowed to stir for 90 min. (R)—N2-indan-1-yl-quinoline-2,5-diamine (example 16) (275 mg, 1.0 mmol) was added and the reaction mixture was allowed to stir for 17 h, poured into sat. NaHCO3 solution (30 ml) and extracted with dichloromethane (2×30 ml). The combined organi... Reactants: Oc1ccc(Br)cc1, Cl, CC(C)OC(=O)N=NC(=O)OC(C)C, C1CCOC1, CCCc1c(Cc2ccc(-c3ccccc3C#N)cc2)c(=O)n(C2CCC(O)CC2)c2ncnn12, c1ccc(P(c2ccccc2)c2ccccc2)cc1. Yields the product CCCc1c(Cc2ccc(-c3ccccc3C#N)cc2)c(=O)n(C2CCC(Oc3ccc(Br)cc3)CC2)c2ncnn12. RXN SMILES: [Br:36][c:37]1[cH:38][cH:39][c:40]([OH:43])[cH:41][cH:42]1.[ClH:77].[O:63]=[C:64]([O:65][CH:66]([CH3:67])[CH3:68])[N:69]=[N:70][C:71]([O:72][CH:73]([CH3:74])[CH3:75])=[O:76].[O:78]1[CH2:79][CH2:80][CH2:81][CH2:82]1.[OH:1][CH:2]1[CH2:3][CH2:4][CH:5]([n:8]2[c:9]3[n:10]([c:11]([CH2:30][CH2:31][CH3:32])[c:12]([CH2:15][c:16]4[cH:17][cH:18][c:19](-[c:22]5[c:23]([C:28]#[N:29])[cH:24][cH:25][cH:26][cH:27]5)[cH:20][cH:21]4)[c:13]2=[O:14])[n:33][cH:34][n:35]3)[CH2:6][CH2:7]1.[c:44]1([P:45]([c:46]2[cH:47][cH:48][cH:49][cH:50][cH:51]2)[c:52]2[cH:53][cH:54][cH:55][cH:56][cH:57]2)[cH:58][cH:59][cH:60][cH:61][cH:62]1>>[O:1]([CH:2]1[CH2:3][CH2:4][CH:5]([n:8]2[c:9]3[n:10]([c:11]([CH2:30][CH2:31][CH3:32])[c:12]([CH2:15][c:16]4[cH:17][cH:18][c:19](-[c:22]5[c:23]([C:28]#[N:29])[cH:24][cH:25][cH:26][cH:27]5)[cH:20][cH:21]4)[c:13]2=[O:14])[n:33][cH:34][n:35]3)[CH2:6][CH2:7]1)[c:40]1[cH:39][cH:38][c:37]([Br:36])[cH:42][cH:41]1. Yields the product CCC(CC)c1cc(C)nc2c(-c3sc(N4CCOCC4)nc3OC)c(C)nn12. As a reaction SMILES: [Br:1][c:2]1[n:3][c:4]([N:23]2[CH2:24][CH2:25][O:26][CH2:27][CH2:28]2)[s:5][c:6]1-[c:7]1[c:8]([CH3:22])[n:9][n:10]2[c:11]1[n:12][c:13]([CH3:21])[cH:14][c:15]2[CH:16]([CH2:17][CH3:18])[CH2:19][CH3:20].[CH3:29][O-:30].[CH3:32][OH:33].[Cu:34][I:35].[Na+:31]>>[c:2]1([O:30][CH3:29])[n:3][c:4]([N:23]2[CH2:24][CH2:25][O:26][CH2:27][CH2:28]2)[s:5][c:6]1-[c:7]1[c:8]([CH3:22])[n:9][n:10]2[c:11]1[n:12][c:13]([CH3:21])[cH:14][c:15]2[CH:16]([CH2:17][CH3:18])[CH2:19][CH3:20]. Starting materials: CCC(CC)c1cc(C)nc2c(-c3sc(N4CCOCC4)nc3Br)c(C)nn12, C[O-], CO, [Cu]I, [Na+].